describe an organic reaction: reactants, conditions, products, and yield From a dataset of the Open Reaction Database (ORD), a public repository of structured organic reaction records. Starting materials: C(C)OC(=O)C1(CC1)C1=CC=C(C=C1)C1=CC=C(C=C1)C1=C(C(=NO1)C)CN=[N+]=[N-] (1-[4′-(4-azidomethyl-3-methyl-isoxazol-5-yl)-biphenyl-4-yl]-cyclopropanecarboxylic acid ethyl ester), C1(=CC=CC=C1)CC#C (3-phenyl-1-propyne), O=C1C(O)=C([O-])[C@H](O1)[C@@H](O)CO.[Na+] (sodium ascorbate). The reagents and catalysts are O.O.O.O.O.S(=O)(=O)([O-])[O-].[Cu+2] (copper(II) sulfate pentahydrate). The solvent is CC(C)(C)O (tBuOH), O (H2O). Conditions: time 8 hour. Yields the product C(C)OC(=O)C1(CC1)C1=CC=C(C=C1)C1=CC=C(C=C1)C1=C(C(=NO1)C)CN1N=NC(=C1)CC1=CC=CC=C1 (1-{4′-[4-(4-Benzyl-[1,2,3]triazol-1-ylmethyl)-3-methyl-isoxazol-5-yl]-biphenyl-4-yl}-cyclopropanecarboxylic acid ethyl ester). Reaction SMILES: [CH2:1]([O:3][C:4]([C:6]1([C:9]2[CH:14]=[CH:13][C:12]([C:15]3[CH:20]=[CH:19][C:18]([C:21]4[O:25][N:24]=[C:23]([CH3:26])[C:22]=4[CH2:27][N:28]=[N+:29]=[N-:30])=[CH:17][CH:16]=3)=[CH:11][CH:10]=2)[CH2:8][CH2:7]1)=[O:5])[CH3:2].[C:31]1([CH2:37][C:38]#[CH:39])[CH:36]=[CH:35][CH:34]=[CH:33][CH:32]=1.O=C1O[C@H]([C@H](CO)O)C([O-])=C1O.[Na+]>CC(O)(C)C.O.O.O.O.O.O.S([O-])([O-])(=O)=O.[Cu+2]>[CH2:1]([O:3][C:4]([C:6]1([C:9]2[CH:10]=[CH:11][C:12]([C:15]3[CH:20]=[CH:19][C:18]([C:21]4[O:25][N:24]=[C:23]([CH3:26])[C:22]=4[CH2:27][N:28]4[CH:39]=[C:38]([CH2:37][C:31]5[CH:36]=[CH:35][CH:34]=[CH:33][CH:32]=5)[N:30]=[N:29]4)=[CH:17][CH:16]=3)=[CH:13][CH:14]=2)[CH2:8][CH2:7]1)=[O:5])[CH3:2] |f:2.3,6.7.8.9.10.11.12|. Procedure details: To a solution of 1-[4′-(4-azidomethyl-3-methyl-isoxazol-5-yl)-biphenyl-4-yl]-cyclopropanecarboxylic acid ethyl ester (0.183 g, 0.45 mmol) in tBuOH (1.5 mL) and H2O (1.5 mL) was added 3-phenyl-1-propyne (0.053 g, 0.45 mmol), followed by sodium ascorbate (0.009 g, 0.045 mmol) and copper(II) sulfate pentahydrate (0.001 g, 0.005 mmol), and the reaction was stirred overnight. After aqueous workup, the crude material was purified by silica gel chromatography to give the title compound. The reactants are O(C1=CC=CC=C1)C1=C(C=O)C=CC=C1 (2-phenoxybenzaldehyde), CO (methanol), Cl.NO (hydroxylamine hydrochloride). Run in O (water). Reaction conditions: temperature 60 celsius, time 3 hour. Yields the product O(C1=CC=CC=C1)C1=C(C=NO)C=CC=C1 (2-phenoxybenzaldoxime). Yield: 74.1%. As a reaction SMILES: [O:1]([C:8]1[CH:15]=[CH:14][CH:13]=[CH:12][C:9]=1[CH:10]=O)[C:2]1[CH:7]=[CH:6][CH:5]=[CH:4][CH:3]=1.CO.Cl.[NH2:19][OH:20]>O>[O:1]([C:8]1[CH:15]=[CH:14][CH:13]=[CH:12][C:9]=1[CH:10]=[N:19][OH:20])[C:2]1[CH:7]=[CH:6][CH:5]=[CH:4][CH:3]=1 |f:2.3|. Reported procedure: To 2-phenoxybenzaldehyde (4.96 g, 0.025 mole) were added anhydrous methanol (50 ml) and hydroxylamine hydrochloride (2.08 g, 0.03 mole), and the mixture was stirred at 60° C. for 3 hours. After completion of the reaction, water (200 ml) was added to the reaction mixture, which was extracted with methylene chloride and dried over magnesium sulfate. The crude product obtained by concentration under reduced pressure was purified by silica gel chromatography (ethyl acetate/n-hexane) to obtain 2-phen... Reactants: CN(C)CCCl, Cl, OCc1scc2c1-c1ccccc1Oc1ccccc1-2. As a reaction SMILES: [CH3:22][N:23]([CH2:24][CH2:25][Cl:26])[CH3:27].[ClH:21].[c:1]1([CH2:19][OH:20])[s:2][cH:3][c:4]2[c:10]1-[c:9]1[c:8]([cH:14][cH:13][cH:12][cH:11]1)[O:7][c:6]1[c:5]-2[cH:18][cH:17][cH:16][cH:15]1>>[c:1]1([CH2:19][O:20][CH2:25][CH2:24][N:23]([CH3:22])[CH3:27])[s:2][cH:3][c:4]2[c:10]1-[c:9]1[c:8]([cH:14][cH:13][cH:12][cH:11]1)[O:7][c:6]1[c:5]-2[cH:18][cH:17][cH:16][cH:15]1. The product is CN(C)CCOCc1scc2c1-c1ccccc1Oc1ccccc1-2. Reactants: ClC1CCCC=2C(=CC=CC12)C(=O)OCC (ethyl 1-chloro-1,2,3,4-tetrahydro-5-naphthoate), [C-]#N.[Na+] (sodium cyanide). Run in CS(=O)C (dimethylsulfoxide). Conditions: temperature 50 celsius, time 3 hour. The product is C(#N)C1CCCC=2C(=CC=CC12)C(=O)OCC (ethyl 1-cyano-1,2,3,4-tetrahydro-5-naphthoate). As a reaction SMILES: Cl[CH:2]1[C:11]2[CH:10]=[CH:9][CH:8]=[C:7]([C:12]([O:14][CH2:15][CH3:16])=[O:13])[C:6]=2[CH2:5][CH2:4][CH2:3]1.[C-:17]#[N:18].[Na+]>CS(C)=O>[C:17]([CH:2]1[C:11]2[CH:10]=[CH:9][CH:8]=[C:7]([C:12]([O:14][CH2:15][CH3:16])=[O:13])[C:6]=2[CH2:5][CH2:4][CH2:3]1)#[N:18] |f:1.2|. Procedure: In 44 ml. of dimethylsulfoxide is dissolved 4.4 g. of ethyl 1-chloro-1,2,3,4-tetrahydro-5-naphthoate, followed by the addition of 2 g. of sodium cyanide. The mixture is stirred at 50° C for 3 hours and following the addition of 450 ml. of 0.2N hydrochloric acid, the mixture is extracted with ethyl ether. The organic layer is washed with water and dried over anhydrous magnesium sulfate. The solvent is distilled off under reduced pressure and the resultant oily residue is purified by column chroma... Starting materials: O=C([O-])[O-], CCOC(C)=O, CN(C)C=O, COC(=O)CC#N, Cl, O=[N+]([O-])c1ccc(F)cc1F, [K+], [K+]. The product is COC(=O)C(C#N)c1cc(F)ccc1[N+](=O)[O-]. RXN SMILES: [C:1](=[O:2])([O-:3])[O-:4].[CH3:26][CH2:27][O:28][C:29](=[O:30])[CH3:31].[CH3:32][N:33]([CH3:34])[CH:35]=[O:36].[CH3:7][O:8][C:9](=[O:10])[CH2:11][C:12]#[N:13].[ClH:25].[F:14][c:15]1[c:16]([N+:22](=[O:23])[O-:24])[cH:17][cH:18][c:19]([F:21])[cH:20]1.[K+:5].[K+:6]>>[CH3:7][O:8][C:9](=[O:10])[CH:11]([C:12]#[N:13])[c:15]1[c:16]([N+:22](=[O:23])[O-:24])[cH:17][cH:18][c:19]([F:21])[cH:20]1. The reactants are CN(CCNC1C=2C(=C3C(C=4C=CC(C5(C4C(C3=CC2CC(C1)O)=O)OCCO5)CC)=O)O)C (7-(2-Dimethylaminoethyl)amino-9-(1,1-ethylenedioxy)ethyl-6,9-dihydroxy-5,7,8,9,10,12-hexahydronaphthacene-5,12-dione), Cl (hydrochloric acid), CC(=O)C (acetone), resultant mixture. Product: CN(CCNC1C=2C(=C3C(C=4C=CC=CC4C(C3=CC2CC(C1)(O)C(C)=O)=O)=O)O)C (7-(2-dimethylaminoethyl)amino-9-acetyl-6,9-dihydroxy-5,7,8,9,10,12-hexahydronaphthacene-5,12-dione). Reaction SMILES: [CH3:1][N:2]([CH3:34])[CH2:3][CH2:4][NH:5][CH:6]1[CH2:23][CH:22]([OH:24])[CH2:21][C:20]2[CH:19]=[C:18]3[C:9]([C:10](=[O:32])[C:11]4[CH:12]=[CH:13][CH:14](CC)[C:15]5(OCCO5)[C:16]=4[C:17]3=[O:25])=[C:8]([OH:33])[C:7]1=2.Cl.[CH3:36][C:37](C)=[O:38]>>[CH3:34][N:2]([CH3:1])[CH2:3][CH2:4][NH:5][CH:6]1[CH2:23][C:22]([C:37](=[O:38])[CH3:36])([OH:24])[CH2:21][C:20]2[CH:19]=[C:18]3[C:9]([C:10](=[O:32])[C:11]4[CH:12]=[CH:13][CH:14]=[CH:15][C:16]=4[C:17]3=[O:25])=[C:8]([OH:33])[C:7]1=2. Reported procedure: 7-(2-Dimethylaminoethyl)amino-9-(1,1-ethylenedioxy)ethyl-6,9-dihydroxy-5,7,8,9,10,12-hexahydronaphthacene-5,12-dione (60 mg) prepared in Example 13 (2) was added to a mixture of acetone (60 ml) and conc. hydrochloric acid (24 ml), and the resultant mixture was heated under reflux for 1 hour. After removal of acetone by distillation under reduced pressure, the water layer was washed with dichloromethane, adjusted to pH 8.0 with aqueous sodium hydroxide solution and extracted with dichloromethane.... Reactants: COC1=C(CN2C(C=3C(=NC(=C(C3C2)F)N[C@H]2[C@H](COCC2)NC(OC(C)(C)C)=O)C=2SC(=CC2)C)=O)C=CC(=C1)OC (tert-butyl (3R,4R)-4-(2-(2,4-dimethoxybenzyl)-7-fluoro-4-(5-methylthiophen-2-yl)-3-oxo-2,3-dihydro-1H-pyrrolo[3,4-c]pyridin-6-ylamino)tetrahydro-2H-pyran-3-ylcarbamate), C(=O)(C(F)(F)F)O (TFA). Product: N[C@H]1COCC[C@H]1NC1=C(C2=C(C(=N1)C=1SC(=CC1)C)C(NC2)=O)F (6-((3R,4R)-3-Aminotetrahydro-2H-pyran-4-ylamino)-7-fluoro-4-(5-methylthiophen-2-yl)-1H-pyrrolo[3,4-c]pyridin-3(2H)-one), C(=O)(C(F)(F)F)O (TFA). Isolated yield 74.0%. Reaction SMILES: COC1C=C(OC)C=CC=1C[N:6]1[CH2:14][C:13]2[C:12]([F:15])=[C:11]([NH:16][C@@H:17]3[CH2:22][CH2:21][O:20][CH2:19][C@@H:18]3[NH:23]C(=O)OC(C)(C)C)[N:10]=[C:9]([C:31]3[S:32][C:33]([CH3:36])=[CH:34][CH:35]=3)[C:8]=2[C:7]1=[O:37].[C:44]([OH:50])([C:46]([F:49])([F:48])[F:47])=[O:45]>>[NH2:23][C@@H:18]1[C@H:17]([NH:16][C:11]2[N:10]=[C:9]([C:31]3[S:32][C:33]([CH3:36])=[CH:34][CH:35]=3)[C:8]3[C:7](=[O:37])[NH:6][CH2:14][C:13]=3[C:12]=2[F:15])[CH2:22][CH2:21][O:20][CH2:19]1.[C:44]([OH:50])([C:46]([F:49])([F:48])[F:47])=[O:45]. Reported procedure: A solution of tert-butyl (3R,4R)-4-(2-(2,4-dimethoxybenzyl)-7-fluoro-4-(5-methylthiophen-2-yl)-3-oxo-2,3-dihydro-1H-pyrrolo[3,4-c]pyridin-6-ylamino)tetrahydro-2H-pyran-3-ylcarbamate (31 mg, 0.051 mmol) in TFA (10 mL) was heated to 80° C. for 1 h. After the solvent was removed, the residue was dissolved in MeOH and DCM (8 mL) and was purified via preparative HPLC eluting with water (0.05% TFA) and ACN (15-30% gradient, 0.035% TFA). The collected fractions were combined and the solvent was strippe... Reactants: BrC=1C(=NC=NC1Cl)N (5-Bromo-6-chloro-pyrimidin-4-ylamine), Cl.N1(CCC1)CCN1C(=NC(=C1)C1=CC(=NC=C1)C(F)(F)F)C1CCNCC1 (4-[1-(2-Azetidin-1-yl-ethyl)-2-piperidin-4-yl-1H-imidazol-4-yl]-2-trifluoromethyl-pyridine hydrochloride), C(C)N(C(C)C)C(C)C (ethyl-diisopropyl-amine). Solvent: C(C)#N (ACN). Conditions: temperature 80 celsius, time 8 hour. Product: N1(CCC1)CCN1C(=NC(=C1)C1=CC(=NC=C1)C(F)(F)F)C1CCN(CC1)C1=C(C(=NC=N1)N)Br (6-(4-(1-(2-(azetidin-1-yl)ethyl)-4-(2-(trifluoromethyl)pyridin-4-yl)-1H-imidazol-2-yl)piperidin-1-yl)-5-bromopyrimidin-4-amine). Reaction SMILES: [Br:1][C:2]1[C:3]([NH2:9])=[N:4][CH:5]=[N:6][C:7]=1Cl.Cl.[N:11]1([CH2:15][CH2:16][N:17]2[CH:21]=[C:20]([C:22]3[CH:27]=[CH:26][N:25]=[C:24]([C:28]([F:31])([F:30])[F:29])[CH:23]=3)[N:19]=[C:18]2[CH:32]2[CH2:37][CH2:36][NH:35][CH2:34][CH2:33]2)[CH2:14][CH2:13][CH2:12]1.C(N(C(C)C)C(C)C)C>C(#N)C>[N:11]1([CH2:15][CH2:16][N:17]2[CH:21]=[C:20]([C:22]3[CH:27]=[CH:26][N:25]=[C:24]([C:28]([F:31])([F:29])[F:30])[CH:23]=3)[N:19]=[C:18]2[CH:32]2[CH2:33][CH2:34][N:35]([C:7]3[N:6]=[CH:5][N:4]=[C:3]([NH2:9])[C:2]=3[Br:1])[CH2:36][CH2:37]2)[CH2:12][CH2:13][CH2:14]1 |f:1.2|. Procedure: A reaction mixture of 5-Bromo-6-chloro-pyrimidin-4-ylamine (53.00 mg; 0.25 mmol; 1.00 eq.), 4-[1-(2-azetidin-1-yl-ethyl)-2-piperidin-4-yl-1H-imidazol-4-yl]-2-trifluoromethyl-pyridine hydrochloride (4) (133.56 mg; 0.25 mmol; 1.00 eq.), and ethyl-diisopropyl-amine (0.23 ml; 1.27 mmol; 5.00 eq.) in ACN 3 ml was stirred at 80° C. for overnight. Purified by HPLC (basic), collected title compound, 30 mg, yield, 21%. LC-MS: (M+1=551, obsd.=551).